Dataset: the Open Reaction Database (ORD), a public repository of structured organic reaction records. Task: describe an organic reaction: reactants, conditions, products, and yield The reactants are O1C(CCCC1)O[C@H]1C[C@@H](CC2=CC=C3[C@@H]4CC[C@H]([C@@H](C(CCC(C)C)O)C)[C@]4(CC[C@@H]3[C@@]12C)C)OC1OCCCC1 (1α,3β-bis(tetrahydropyran-2-yloxy)cholesta-5,7-dien-22-ol), CS(=O)(=O)Cl (methanesulfonyl chloride). Solvent: N1=CC=CC=C1 (pyridine), O (water). Conditions: temperature 0 celsius, time 2 hour. Product: CS(=O)(=O)OC(CCC(C)C)[C@@H](C)[C@H]1CC[C@H]2C3=CC=C4C[C@H](C[C@@H]([C@]4(C)[C@H]3CC[C@]12C)OC1OCCCC1)OC1OCCCC1 (1α,3β-bis(tetrahydropyran-2-yloxy)cholesta-5,7-dien-22-yl methanesulfonate). Isolated yield 86.7%. As a reaction SMILES: [O:1]1[CH2:6][CH2:5][CH2:4][CH2:3][CH:2]1[O:7][C@@H:8]1[C@@:33]2([CH3:34])[C:12](=[CH:13][CH:14]=[C:15]3[C@@H:32]2[CH2:31][CH2:30][C@@:29]2([CH3:35])[C@H:16]3[CH2:17][CH2:18][C@@H:19]2[C@H:20]([CH3:28])[CH:21]([OH:27])[CH2:22][CH2:23][CH:24]([CH3:26])[CH3:25])[CH2:11][C@@H:10]([O:36][CH:37]2[CH2:42][CH2:41][CH2:40][CH2:39][O:38]2)[CH2:9]1.[CH3:43][S:44](Cl)(=[O:46])=[O:45]>N1C=CC=CC=1.O>[CH3:43][S:44]([O:27][CH:21]([C@H:20]([C@@H:19]1[C@:29]2([CH3:35])[C@H:16]([C:15]3[C@H:32]([CH2:31][CH2:30]2)[C@:33]2([CH3:34])[C:12]([CH2:11][C@@H:10]([O:36][CH:37]4[CH2:42][CH2:41][CH2:40][CH2:39][O:38]4)[CH2:9][C@@H:8]2[O:7][CH:2]2[CH2:3][CH2:4][CH2:5][CH2:6][O:1]2)=[CH:13][CH:14]=3)[CH2:17][CH2:18]1)[CH3:28])[CH2:22][CH2:23][CH:24]([CH3:26])[CH3:25])(=[O:46])=[O:45]. Reported procedure: In 20 ml of pyridine was dissolved 0.58 g of the 1α,3β-bis(tetrahydropyran-2-yloxy)cholesta-5,7-dien-22-ol obtained as above. To this solution was added 0.12 g of methanesulfonyl chloride and the mixture was stirred at 0° C. for 2 hours. Then, at room temperature, the reaction mixture was diluted with water and extracted with diethyl ether. The extract was washed with water and dried over anhydrous sodium sulfate. The low-boiling fraction was then distilled off under reduced pressure and the res... The reactants are FC1=C2C=CC=NC2=C(C=C1)N (5-fluoroquinolin-8-amine), N1=CC=CC=C1 (pyridine), FC1=C2C=CC=NC2=C(C=C1)N (5-fluoroquinolin-8-amine), [N+](=O)([O-])C1=C(C=CC=C1)S(=O)(=O)Cl (2-nitro-benzenesulfonyl chloride). The solvent is C(Cl)Cl (DCM). The product is FC1=C2C=CC=NC2=C(C=C1)NS(=O)(=O)C1=C(C=CC=C1)[N+](=O)[O-] (N-(5-Fluoro-quinolin-8-yl)-2-nitro-benzenesulfonamide). The yield is 67.7%. As a reaction SMILES: [F:1][C:2]1[CH:11]=[CH:10][C:9]([NH2:12])=[C:8]2[C:3]=1[CH:4]=[CH:5][CH:6]=[N:7]2.[N+:13]([C:16]1[CH:21]=[CH:20][CH:19]=[CH:18][C:17]=1[S:22](Cl)(=[O:24])=[O:23])([O-:15])=[O:14].N1C=CC=CC=1>C(Cl)Cl>[F:1][C:2]1[CH:11]=[CH:10][C:9]([NH:12][S:22]([C:17]2[CH:18]=[CH:19][CH:20]=[CH:21][C:16]=2[N+:13]([O-:15])=[O:14])(=[O:23])=[O:24])=[C:8]2[C:3]=1[CH:4]=[CH:5][CH:6]=[N:7]2. Procedure details: In a similar fashion using route 14 general procedure 26, 5-fluoro-quinolin-8-ylamine (Intermediate 50) (350 mg, 2.0 mmol), 2-nitro-benzenesulfonyl chloride (575 mg, 2.59 mmol), pyridine (0.35 ml, 4.3 mmol) and DCM (12 ml) gave the title compound (470 mg, 63%) after purification by column chromatography with DCM as the eluent. Starting materials: C(C)(=O)C=1C=NC=CC1Cl (3-acetyl-4-chloropyridine), C[O-].[Na+] (sodium methoxide). Run in O (water). The product is C(C)(=O)C=1C=NC=CC1OC (3-Acetyl-4-methoxypyridine). Isolated yield 79.9%. Reaction SMILES: [C:1]([C:4]1[CH:5]=[N:6][CH:7]=[CH:8][C:9]=1Cl)(=[O:3])[CH3:2].[CH3:11][O-:12].[Na+]>O>[C:1]([C:4]1[CH:5]=[N:6][CH:7]=[CH:8][C:9]=1[O:12][CH3:11])(=[O:3])[CH3:2] |f:1.2|. Procedure: A solution of 3-acetyl-4-chloropyridine (0.75 g, 4.8 mmol) in sodium methoxide solution (0.5M in methanol, 10.6 ml, 5.3 mmol) was heated at reflux for 1 hour. After cooling water (10 ml) was added and the solvents evaporated. The residue was partitioned between dichloromethane (4×50 ml) and water (50 ml), the combined organic phases dried (MgSO4) and evaporated to afford the title compound (0.58 g, 80%) as a yellow solid. 1H NMR (360 MHz, CDCl3) δ 2.62 (3H, s), 3.98 (3H, s), 6.90 (1H, d, J=5.8 H... The reactants are Cc1cc(C)cc([N+](=O)[O-])c1, [K+], O=[Mn](=O)(=O)[O-], O, c1ccncc1. Yields the product Cc1cc(C(=O)O)cc([N+](=O)[O-])c1. As a reaction SMILES: [CH3:1][c:2]1[cH:3][c:4]([N+:9](=[O:10])[O-:11])[cH:5][c:6]([CH3:8])[cH:7]1.[K+:17].[Mn:12](=[O:13])([O-:14])(=[O:15])=[O:16].[OH2:18].[cH:19]1[cH:20][cH:21][n:22][cH:23][cH:24]1>>[CH3:1][c:2]1[cH:3][c:4]([N+:9](=[O:10])[O-:11])[cH:5][c:6]([C:8]([OH:13])=[O:18])[cH:7]1. The reactants are C(C)(C)(C)OC(CCC1=C(C=C(C=C1C)C(NO)=N)C)=O (3-[4-(N-hydroxycarbamimidoyl)-2,6-dimethyl-phenyl]-propionic acid tert-butyl ester), C(CC)OC1=CC=C(C#N)C=C1 (4-propoxy-benzonitrile). Product: ONC(C1=CC=C(C=C1)OCCC)=N (N-Hydroxy-4-propoxy-benzamidine). RXN SMILES: C(OC(=O)CC[C:9]1[C:14](C)=[CH:13][C:12]([C:16](=[NH:19])[NH:17][OH:18])=[CH:11][C:10]=1C)(C)(C)C.[CH2:22]([O:25]C1C=CC(C#N)=CC=1)[CH2:23][CH3:24]>>[OH:18][NH:17][C:16](=[NH:19])[C:12]1[CH:11]=[CH:10][C:9]([O:25][CH2:22][CH2:23][CH3:24])=[CH:14][CH:13]=1. Procedure: The title compound is prepared in analogy to 3-[4-(N-hydroxycarbamimidoyl)-2,6-dimethyl-phenyl]-propionic acid tert-butyl ester (step g) starting from 4-propoxy-benzonitrile; LC-MS: tR=0.71*min, [M+1]+=195.28. RXN SMILES: [Cl-].[CH2:2]([P+:6]([CH2:16][CH2:17][CH2:18][CH3:19])([CH2:12][CH2:13][CH2:14][CH3:15])[CH2:7][CH2:8][CH2:9][CH2:10][OH:11])[CH2:3][CH2:4][CH3:5].COC1C=CC(O)=CC=1.[C:29]([Cl:34])(=[O:33])[C:30]([CH3:32])=[CH2:31]>C(#N)C>[Cl-:34].[CH2:12]([P+:6]([CH2:2][CH2:3][CH2:4][CH3:5])([CH2:16][CH2:17][CH2:18][CH3:19])[CH2:7][CH2:8][CH2:9][CH2:10][O:11][C:29](=[O:33])[C:30]([CH3:32])=[CH2:31])[CH2:13][CH2:14][CH3:15] |f:0.1,5.6|. Solvent: C(C)#N (acetonitrile). Product: [Cl-].C(CCC)[P+](CCCCOC(C(=C)C)=O)(CCCC)CCCC (tri-n-butyl(4-methacryloyloxybutyl) phosphonium chloride). Procedure: Into a 1 L-four-necked flask equipped with a stirrer, a thermometer and a distillation line, was added the obtained tri-n-butyl(4-hydroxybutyl)phosphonium chloride dissolved in 500 ml of acetonitrile. The solution was heated under a normal pressure while stirring and about 200 ml of acetonitrile was distilled. A condenser having a calcium chloride tube was installed, 1.5 g of hydroquinone monomethyl ether was added as a polymerization inhibitor, and 70.5 g (0.674 mol) of methacryloyl chloride wa... Run at time 2 hour. The reactants are [Cl-].C(CCC)[P+](CCCCO)(CCCC)CCCC (tri-n-butyl(4-hydroxybutyl)phosphonium chloride), COC1=CC=C(O)C=C1 (hydroquinone monomethyl ether), C(C(=C)C)(=O)Cl (methacryloyl chloride). Starting materials: C(C)(C)(C)OC(NC1=C(C=C(C(=C1)C)C(F)(F)F)NC(CC(C1=CC(=CC=C1)C1=CC(=NC=C1)COC1OCCCC1)=O)=O)=O ((RS)-[5-methyl-2-(3-oxo-3-{3-[2-(tetrahydro-pyran-2-yloxymethyl)-pyridin-4-yl]-phenyl}-propionylamino)-4-trifluoromethyl-phenyl]-carbamic acid tert-butyl ester), C(=O)(C(F)(F)F)O (TFA). Run in C(Cl)Cl (CH2Cl2). The product is OCC1=NC=CC(=C1)C=1C=C(C=CC1)C1=NC2=C(NC(C1)=O)C=C(C(=C2)C)C(F)(F)F (4-[3-(2-Hydroxymethyl-pyridin-4-yl)-phenyl]-7-methyl-8-trifluoromethyl-1,3-dihydro benzo[b][1,4]diazepin-2-one), solid. Isolated yield 65.0%. As a reaction SMILES: C(OC(=O)[NH:7][C:8]1[CH:13]=[C:12]([CH3:14])[C:11]([C:15]([F:18])([F:17])[F:16])=[CH:10][C:9]=1[NH:19][C:20](=[O:44])[CH2:21][C:22](=O)[C:23]1[CH:28]=[CH:27][CH:26]=[C:25]([C:29]2[CH:34]=[CH:33][N:32]=[C:31]([CH2:35][O:36]C3CCCCO3)[CH:30]=2)[CH:24]=1)(C)(C)C.C(O)(C(F)(F)F)=O>C(Cl)Cl>[OH:36][CH2:35][C:31]1[CH:30]=[C:29]([C:25]2[CH:24]=[C:23]([C:22]3[CH2:21][C:20](=[O:44])[NH:19][C:9]4[CH:10]=[C:11]([C:15]([F:16])([F:17])[F:18])[C:12]([CH3:14])=[CH:13][C:8]=4[N:7]=3)[CH:28]=[CH:27][CH:26]=2)[CH:34]=[CH:33][N:32]=1. Reported procedure: The title compound was prepared from (RS)-[5-methyl-2-(3-oxo-3-{3-[2-(tetrahydro-pyran-2-yloxymethyl)-pyridin-4-yl]-phenyl}-propionylamino)-4-trifluoromethyl-phenyl]-carbamic acid tert-butyl ester (Example M260) (6.20 g, 98.8 mmol) by treatment with TFA in CH2Cl2 according to the general procedure N. Obtained as a light brown solid (2.74 g, 65%). Starting materials: [OH-].[Na+] (Sodium hydroxide), COC(C1=CC(=CC=C1)C=1OC(=NN1)C1=C(C=CC=C1)Cl)=O (3-[5-(2-chlorophenyl)-[1,3,4]oxadiazole-2-yl]-benzoic acid methyl ester), ClC1=C(C=CC=C1)C1=NN=C(O1)C=1C=C(C(=O)O)C=CC1 (3-[5-(2-chlorophenyl)-[1,3,4]oxadiazole-2-yl]-benzoic acid), C(C)(C)N(CC)C(C)C (diisopropylethylamine), F[B-](F)(F)F.N1(N=NC2=C1C=CC=C2)OC(=[N+](C)C)N(C)C (2-(1H-Benzotriazol-1-yl) -1,1,3,3-tetramethyluronium tetrafluoroborate), C(C)(C)(C)OC(=O)N(C(=O)OC(C)(C)C)CC=1C=C(C=CC1)C1CCNCC1 (4-[3-(N,N-di-tert -butoxycarbonylaminomethyl)phenyl]piperidine), C(C)(C)N(CC)C(C)C (diisopropylethylamine), Cl (hydrochloric acid). Run in CO (methanol), C1CCOC1 (THF), CN(C=O)C (dimethylformamide). Reaction conditions: time 2 hour. The product is C(C)(C)(C)OC(=O)N(C(=O)OC(C)(C)C)CC=1C=C(C=CC1)C1CCN(CC1)C(=O)C1=CC(=CC=C1)C=1OC(=NN1)C1=C(C=CC=C1)Cl (1-{4-[3-(N,N-di-tert -butoxycarbonylaminomethyl)phenyl]-piperidin-1-yl}-1-{3-[5-(2-chloro-phenyl)-[1,3,4]oxadiazole-2-yl]-phenyl}-methanone). Reaction SMILES: [OH-].[Na+].C[O:4][C:5](=O)[C:6]1[CH:11]=[CH:10][CH:9]=[C:8]([C:12]2[O:13][C:14]([C:17]3[CH:22]=[CH:21][CH:20]=[CH:19][C:18]=3[Cl:23])=[N:15][N:16]=2)[CH:7]=1.Cl.F[B-](F)(F)F.N1(OC(N(C)C)=[N+](C)C)C2C=CC=CC=2N=N1.ClC1C=CC=CC=1C1OC(C2C=C(C=CC=2)C(O)=O)=NN=1.C(N(C(C)C)CC)(C)C.[C:78]([O:82][C:83]([N:85]([CH2:93][C:94]1[CH:95]=[C:96]([CH:100]2[CH2:105][CH2:104][NH:103][CH2:102][CH2:101]2)[CH:97]=[CH:98][CH:99]=1)[C:86]([O:88][C:89]([CH3:92])([CH3:91])[CH3:90])=[O:87])=[O:84])([CH3:81])([CH3:80])[CH3:79]>CO.C1COCC1.CN(C)C=O>[C:89]([O:88][C:86]([N:85]([CH2:93][C:94]1[CH:95]=[C:96]([CH:100]2[CH2:101][CH2:102][N:103]([C:5]([C:6]3[CH:11]=[CH:10][CH:9]=[C:8]([C:12]4[O:13][C:14]([C:17]5[CH:22]=[CH:21][CH:20]=[CH:19][C:18]=5[Cl:23])=[N:15][N:16]=4)[CH:7]=3)=[O:4])[CH2:104][CH2:105]2)[CH:97]=[CH:98][CH:99]=1)[C:83]([O:82][C:78]([CH3:79])([CH3:80])[CH3:81])=[O:84])=[O:87])([CH3:92])([CH3:91])[CH3:90] |f:0.1,4.5|. Reported procedure: 1N Sodium hydroxide (2 mL, 2 mmol) was added to a solution of 3-[5-(2-chlorophenyl)-[1,3,4]oxadiazole-2-yl]-benzoic acid methyl ester (113 mg, 0.36 mmol) in methanol (5 mL) and THF (2 mL), and the reaction mixture stirred at room temperature for 2 h, before neutralizing to pH 7 with 1N hydrochloric acid. The solution was concentrated to dryness in vacuo and placed under high vacuum overnight. Crude material was used directly without purification [MS(Ion spray): 301 and 303 (M++1); LC/MS purity>9... The reactants are CC1=CC(=O)OC(C)(C)O1, Cl, ClCCl. Product: CC1=C(Cl)C(=O)OC(C)(C)O1. RXN SMILES: [CH3:1][C:2]1([CH3:10])[O:3][C:4]([CH3:9])=[CH:5][C:6](=[O:8])[O:7]1.[Cl:11].[Cl:12][CH2:13][Cl:14]>>[CH3:1][C:2]1([CH3:10])[O:3][C:4]([CH3:9])=[C:5]([Cl:12])[C:6](=[O:8])[O:7]1.